Dataset: the Open Reaction Database (ORD), a public repository of structured organic reaction records. Task: describe an organic reaction: reactants, conditions, products, and yield Reactants: C(C1=CC=CC=C1)OC1=CC=C(C=C1)C(=O)C1=NNC2=C(C=CC=C12)C(F)(F)F ([4-(benzyloxy)phenyl](7-trifluoromethyl-1H-indazol-3-yl)methanone), [H-].[Na+] (sodium hydride), C1(CCCC1)Br (cyclopentyl bromide). The solvent is CN(C)C=O (DMF). Reaction conditions: temperature 50 celsius, time 24 hour. Yields the product C(C1=CC=CC=C1)OC1=CC=C(C=C1)C(=O)C1=NN(C2=C(C=CC=C12)C(F)(F)F)C1CCCC1 ([4-(benzyloxy)phenyl][1-cyclopentyl-7-(trifluoromethyl)-1H-indazol-3-yl]methanone). The yield is 73.3%. Reaction SMILES: [CH2:1]([O:8][C:9]1[CH:14]=[CH:13][C:12]([C:15]([C:17]2[C:25]3[C:20](=[C:21]([C:26]([F:29])([F:28])[F:27])[CH:22]=[CH:23][CH:24]=3)[NH:19][N:18]=2)=[O:16])=[CH:11][CH:10]=1)[C:2]1[CH:7]=[CH:6][CH:5]=[CH:4][CH:3]=1.[H-].[Na+].[CH:32]1(Br)[CH2:36][CH2:35][CH2:34][CH2:33]1>CN(C=O)C>[CH2:1]([O:8][C:9]1[CH:10]=[CH:11][C:12]([C:15]([C:17]2[C:25]3[C:20](=[C:21]([C:26]([F:29])([F:27])[F:28])[CH:22]=[CH:23][CH:24]=3)[N:19]([CH:32]3[CH2:36][CH2:35][CH2:34][CH2:33]3)[N:18]=2)=[O:16])=[CH:13][CH:14]=1)[C:2]1[CH:7]=[CH:6][CH:5]=[CH:4][CH:3]=1 |f:1.2|. Procedure details: To a solution of [4-(benzyloxy)phenyl](7-trifluoromethyl-1H-indazol-3-yl)methanone (0.372 g, 0.94 mmol) in 3 mL DMF was added in one portion sodium hydride (0.044 g, 1.1 mmol, 60% in oil). After the gas evolution ceased, cyclopentyl bromide (0.118 mL, 1.1 mmol) was added and the reaction was stirred at ambient to 50° C. for 24 hours. The cool reaction mixture was partitioned with EtOAc and 1 N HCl. The organic phase was washed with brine and dried (Na2SO4). The solvent was removed in vacuo. The ... The reactants are C(C1=CC=CC=C1)N1CCC(CC1)=O (1-benzylpiperid-4-one), BrC1=C(C=CC=C1)OC (2-bromoanisole), solution, C(CCC)[Li] (n-butyllithium). Run in C1CCOC1 (THF), C1CCOC1 (THF), C1CCOC1 (THF). Conditions: temperature -70 celsius, time 1 hour. Yields the product OC1(CCNCC1)C1=C(C=CC=C1)OC (4-Hydroxy-4-(2-methoxyphenyl)piperidine). Isolated yield 84.2%. RXN SMILES: Br[C:2]1[CH:7]=[CH:6][CH:5]=[CH:4][C:3]=1[O:8][CH3:9].C([Li])CCC.C([N:22]1[CH2:27][CH2:26][C:25](=[O:28])[CH2:24][CH2:23]1)C1C=CC=CC=1>C1COCC1>[OH:28][C:25]1([C:2]2[CH:7]=[CH:6][CH:5]=[CH:4][C:3]=2[O:8][CH3:9])[CH2:26][CH2:27][NH:22][CH2:23][CH2:24]1. Procedure: A solution of 15 g of 2-bromoanisole in 50 ml of THF is cooled to -70° C., under nitrogen, a 1.6M solution of n-butyllithium in THF is added dropwise and the mixture is kept stirring for 1 hour. The mixture is cooled to -70° C. and a solution of 15.2 g of 1-benzylpiperid-4-one in 50 ml of THF is added dropwise. The mixture is kept stirring while allowing the temperature to rise to RT and after 1 hour, the reaction mixture is concentrated under vacuum. The residue is taken up in AcOEt, the organi... Starting materials: C(Cl)Cl (DCM), C(CCC)C1=NC(=C(N1CC1=CC=C(C=C1)C1=C(C=CC=C1)C1=NN=NN1C(C1=CC=CC=C1)(C1=CC=CC=C1)C1=CC=CC=C1)CO)Cl ({2-Butyl-5-chloro-3-[2′-(1-trityl-1H-tetrazol-5-yl)-biphenyl-4-ylmethyl]-3H-imidazol-4-yl}-methanol), C(=O)(O)[O-].[Na+] (NaHCO3), CS(=O)(=O)Cl (methane sulfonyl chloride). Run in CCOC(=O)C (EtOAc). Run at temperature -78 celsius, time 15 minute. The product is C(CCC)C1=NC(=C(N1CC1=CC=C(C=C1)C1=C(C=CC=C1)C1=NN=NN1C(C1=CC=CC=C1)(C1=CC=CC=C1)C1=CC=CC=C1)COS(=O)(=O)C)Cl (Methanesulfonic acid 2-butyl-5-chloro-3-[2′-(1-trityl-1H-tetrazol-5-yl)-biphenyl-4-ylmethyl]-3H-imidazol-4-ylmethyl ester). Isolated yield 98.9%. As a reaction SMILES: C(Cl)Cl.[CH2:4]([C:8]1[N:12]([CH2:13][C:14]2[CH:19]=[CH:18][C:17]([C:20]3[CH:25]=[CH:24][CH:23]=[CH:22][C:21]=3[C:26]3[N:30]([C:31]([C:44]4[CH:49]=[CH:48][CH:47]=[CH:46][CH:45]=4)([C:38]4[CH:43]=[CH:42][CH:41]=[CH:40][CH:39]=4)[C:32]4[CH:37]=[CH:36][CH:35]=[CH:34][CH:33]=4)[N:29]=[N:28][N:27]=3)=[CH:16][CH:15]=2)[C:11]([CH2:50][OH:51])=[C:10]([Cl:52])[N:9]=1)[CH2:5][CH2:6][CH3:7].[CH3:53][S:54](Cl)(=[O:56])=[O:55].C([O-])(O)=O.[Na+]>CCOC(C)=O>[CH2:4]([C:8]1[N:12]([CH2:13][C:14]2[CH:15]=[CH:16][C:17]([C:20]3[CH:25]=[CH:24][CH:23]=[CH:22][C:21]=3[C:26]3[N:30]([C:31]([C:44]4[CH:49]=[CH:48][CH:47]=[CH:46][CH:45]=4)([C:38]4[CH:39]=[CH:40][CH:41]=[CH:42][CH:43]=4)[C:32]4[CH:37]=[CH:36][CH:35]=[CH:34][CH:33]=4)[N:29]=[N:28][N:27]=3)=[CH:18][CH:19]=2)[C:11]([CH2:50][O:51][S:54]([CH3:53])(=[O:56])=[O:55])=[C:10]([Cl:52])[N:9]=1)[CH2:5][CH2:6][CH3:7] |f:3.4|. Procedure: To a DCM (200 mL) solution of intermediate (11b) (13.6 g, 20.4 mmol), cooled to −78° C., was added methane sulfonyl chloride (6.3 mL, 81.6 mmol). The mixture was stirred at −78° C. for 15 minutes. A saturated NaHCO3 solution (100 mL) and EtOAc (500 mL) were added to the cooled mixture, which was then allowed to reach room temperature. The organic was washed an additional three times with saturated aqueous NaCl (100 mL). After drying over sodium sulfate and filtration, the removal of solvent prov... Reactants: C(C)(=O)O.N=C1NCCC(C1)C (2-imino-4-methylpiperidine acetate), NC1=NC=C(C=C1)C (2-amino-5-methylpyridine). Product: C(C)(=O)O.N=C1NCC(CC1)C (2-Imino-5-methylpiperidine acetate). Reaction SMILES: [C:1]([OH:4])(=[O:3])[CH3:2].N=C1CC(C)CCN1.[NH2:13][C:14]1[CH:19]=[CH:18][C:17]([CH3:20])=[CH:16][N:15]=1>>[C:1]([OH:4])(=[O:3])[CH3:2].[NH:13]=[C:14]1[CH2:19][CH2:18][CH:17]([CH3:20])[CH2:16][NH:15]1 |f:0.1,3.4|. Procedure details: The method of preparation of 2-imino-4-methylpiperidine acetate, EXAMPLE 6, was used to convert 2-amino-5-methylpyridine to the title compound which was obtained as a white solid. The analysis of the product was found to be consistent with the proposed structure. m.p. 175-178° C. MH+=113; d1H NMR (D2O): δ3.28-3.21 (m, 1H); 2.79-2.70 (m, 1H); 2.49-2.43 (m, 2H); 1.79-1.67 (m, 2H); 1.73 (s, 3H); 1.30-1.23 (m, 1H); 0.82 (d, J=6.6 Hz, 3H). The reactants are C[P+](C)(C)CC#N, CCC#N, CCN(C(C)C)C(C)C, CC(C)NC(=O)c1ccc(N2CCNCC2)c(Cl)c1, [I-], O=C1Nc2cc(CO)cnc2N2CCCC12. Product: CC(C)NC(=O)c1ccc(N2CCN(Cc3cnc4c(c3)NC(=O)C3CCCN43)CC2)c(Cl)c1. As a reaction SMILES: [C:37]([CH2:38][P+:39]([CH3:40])([CH3:41])[CH3:42])#[N:43].[C:53](#[N:54])[CH2:55][CH3:56].[CH:44]([N:45]([CH2:46][CH3:47])[CH:48]([CH3:49])[CH3:50])([CH3:51])[CH3:52].[Cl:17][c:18]1[cH:19][c:20]([C:21](=[O:22])[NH:23][CH:24]([CH3:25])[CH3:26])[cH:27][cH:28][c:29]1[N:30]1[CH2:31][CH2:32][NH:33][CH2:34][CH2:35]1.[I-:36].[OH:1][CH2:2][c:3]1[cH:4][c:5]2[c:10]([n:11][cH:12]1)[N:9]1[CH:8]([C:7](=[O:16])[NH:6]2)[CH2:15][CH2:14][CH2:13]1>>[CH2:2]([c:3]1[cH:4][c:5]2[c:10]([n:11][cH:12]1)[N:9]1[CH:8]([C:7](=[O:16])[NH:6]2)[CH2:15][CH2:14][CH2:13]1)[N:33]1[CH2:32][CH2:31][N:30]([c:29]2[c:18]([Cl:17])[cH:19][c:20]([C:21](=[O:22])[NH:23][CH:24]([CH3:25])[CH3:26])[cH:27][cH:28]2)[CH2:35][CH2:34]1.